Dataset: the Open Reaction Database (ORD), a public repository of structured organic reaction records. Task: describe an organic reaction: reactants, conditions, products, and yield Reactants: CCO, ClC(Cl)Cl, O=S(=O)(Cl)c1ccc(Nc2ccnc3cc(Cl)ccc23)cc1, Cl, CCCN1CCCC1CN, [Na+], [Na+], O=C([O-])[O-], O, O. Yields the product CCCN1CCCC1CNS(=O)(=O)c1ccc(Nc2ccnc3cc(Cl)ccc23)cc1. As a reaction SMILES: [CH2:46]([OH:47])[CH3:48].[CH:25]([Cl:26])([Cl:27])[Cl:28].[Cl:2][c:3]1[cH:4][cH:5][c:6]2[c:7]([NH:13][c:14]3[cH:15][cH:16][c:17]([S:20](=[O:21])(=[O:22])[Cl:23])[cH:18][cH:19]3)[cH:8][cH:9][n:10][c:11]2[cH:12]1.[ClH:1].[NH2:35][CH2:36][CH:37]1[N:38]([CH2:42][CH2:43][CH3:44])[CH2:39][CH2:40][CH2:41]1.[Na+:29].[Na+:30].[O-:31][C:32](=[O:33])[O-:34].[OH2:24].[OH2:45]>>[Cl:2][c:3]1[cH:4][cH:5][c:6]2[c:7]([NH:13][c:14]3[cH:15][cH:16][c:17]([S:20](=[O:21])(=[O:22])[NH:35][CH2:36][CH:37]4[N:38]([CH2:42][CH2:43][CH3:44])[CH2:39][CH2:40][CH2:41]4)[cH:18][cH:19]3)[cH:8][cH:9][n:10][c:11]2[cH:12]1. Reactants: tribromide, ClC1=C(C=O)C(=CC(=C1)CO)Cl (2,6-dichloro-4-hydroxymethylbenzaldehyde), O1CCCC1 (tetrahydrofurane), phases. Reaction conditions: time 3 hour. The product is CCCC(C)C.C(C)(=O)OCC (iso-hexane ethyl acetate). As a reaction SMILES: Cl[C:2]1[CH:9]=[C:8](CO)C=[C:6](Cl)[C:3]=1[CH:4]=[O:5].[O:13]1[CH2:17][CH2:16][CH2:15][CH2:14]1>>[CH3:8][CH2:9][CH2:2][CH:3]([CH3:6])[CH3:4].[C:14]([O:13][CH2:17][CH3:16])(=[O:5])[CH3:15] |f:2.3|. Procedure details: 21.0 mg (0.8 mmol) Phosporous tribromide was added to a stirred solution of 480 mg (2.3 mmol) A3 in 20 ml dry tetrahydrofurane, and the solution was stirred for 3 hours at room temperature. After hydrolysis (15 ml) the phases were separated and the organic layer was washed with saturated NaCl (10 ml) and dried over magnesium sulfate. 236 mg (0.9 mmol) A16 was obtained by column chromatography on SiGel (iso-hexane/ethyl acetate 9:1). Starting materials: OC=C1C=2C=CC=CC2C=2NC(C=3N(C21)C=CN3)=O (10-hydroxymethylene-5H,10H-imidazo[1,2-a]indeno[1,2-e]pyrazin-4-one), CN(C=O)C (dimethylformamide). The reagents and catalysts are [Pd] (palladium on charcoal). Solvent: CO (methanol). The product is CC1C=2C=CC=CC2C=2NC(C=3N(C21)C=CN3)=O (10-methyl-5H,10H-imidazo[1,2-a]indeno[1,2-e]pyrazin-4-one). Yield: 37.1%. RXN SMILES: O[CH:2]=[C:3]1[C:15]2[N:14]3[CH:16]=[CH:17][N:18]=[C:13]3[C:12](=[O:19])[NH:11][C:10]=2[C:9]2[CH:8]=[CH:7][CH:6]=[CH:5][C:4]1=2.CN(C)C=O>[Pd].CO>[CH3:2][CH:3]1[C:15]2[N:14]3[CH:16]=[CH:17][N:18]=[C:13]3[C:12](=[O:19])[NH:11][C:10]=2[C:9]2[CH:8]=[CH:7][CH:6]=[CH:5][C:4]1=2. Reported procedure: A mixture of 1 g of 10-hydroxymethylene-5H,10H-imidazo[1,2-a]indeno[1,2-e]pyrazin-4-one, 80 ml of dimethylformamide and 20 ml of methanol is hydrogenated at a temperature in the region of 20° C. and at normal pressure for 4 hours in the presence of 10% palladium on charcoal. After filtration of the catalyst under inert atmosphere, the solvents are evaporated off and the beige solid obtained (1.25 g) is purified by chromatography on a column of silica (100 g) with a mixture of dichloromethane and...